Dataset: the Open Reaction Database (ORD), a public repository of structured organic reaction records. Task: describe an organic reaction: reactants, conditions, products, and yield Reactants: CCN=C=NCCCN(C)C, ClCCCl, C[Si](C)(C)CCOCn1ccnc1CC(CN)Cc1nccn1COCC[Si](C)(C)C, CN(C)C=O, O=Cc1ccc(C(=O)O)cc1, O, On1cnc2ccccc21. The product is C[Si](C)(C)CCOCn1ccnc1CC(CNC(=O)c1ccc(C=O)cc1)Cc1nccn1COCC[Si](C)(C)C. As a reaction SMILES: [CH2:43]([N:44]=[C:45]=[N:46][CH2:47][CH2:48][CH2:49][N:50]([CH3:51])[CH3:52])[CH3:53].[CH2:65]([Cl:66])[CH2:67][Cl:68].[CH3:1][Si:2]([CH2:3][CH2:4][O:5][CH2:6][n:7]1[c:8]([CH2:12][CH:13]([CH2:14][NH2:15])[CH2:16][c:17]2[n:18]([CH2:22][O:23][CH2:24][CH2:25][Si:26]([CH3:27])([CH3:28])[CH3:29])[cH:19][cH:20][n:21]2)[n:9][cH:10][cH:11]1)([CH3:30])[CH3:31].[CH3:69][N:70]([CH3:71])[CH:72]=[O:73].[CH:32](=[O:33])[c:34]1[cH:35][cH:36][c:37]([C:38](=[O:39])[OH:40])[cH:41][cH:42]1.[OH2:64].[OH:54][n:55]1[c:56]2[cH:57][cH:58][cH:59][cH:60][c:61]2[n:62][cH:63]1>>[CH3:1][Si:2]([CH2:3][CH2:4][O:5][CH2:6][n:7]1[c:8]([CH2:12][CH:13]([CH2:14][NH:15][C:38]([c:37]2[cH:36][cH:35][c:34]([CH:32]=[O:33])[cH:42][cH:41]2)=[O:39])[CH2:16][c:17]2[n:18]([CH2:22][O:23][CH2:24][CH2:25][Si:26]([CH3:27])([CH3:28])[CH3:29])[cH:19][cH:20][n:21]2)[n:9][cH:10][cH:11]1)([CH3:30])[CH3:31].